From a dataset of the Open Reaction Database (ORD), a public repository of structured organic reaction records. describe an organic reaction: reactants, conditions, products, and yield Reactants: O=C([O-])[O-], CCc1nc(-c2ccccc2)c[nH]1, CCOC(C)=O, CC(C#N)=C1c2ccc(CCl)cc2COc2ccccc21, [K+], [K+], CN(C)C=O. Product: CCc1nc(-c2ccccc2)cn1Cc1ccc2c(c1)COc1ccccc1C2=C(C)C#N. Reaction SMILES: [C:14](=[O:15])([O-:16])[O-:17].[CH2:1]([CH3:2])[c:3]1[nH:4][cH:5][c:6](-[c:8]2[cH:9][cH:10][cH:11][cH:12][cH:13]2)[n:7]1.[CH3:41][CH2:42][O:43][C:44](=[O:45])[CH3:46].[Cl:20][CH2:21][c:22]1[cH:23][c:24]2[c:25]([cH:39][cH:40]1)[C:26](=[C:35]([C:36]#[N:37])[CH3:38])[c:27]1[c:28]([cH:31][cH:32][cH:33][cH:34]1)[O:29][CH2:30]2.[K+:18].[K+:19].[O:47]=[CH:48][N:49]([CH3:50])[CH3:51]>>[CH2:1]([CH3:2])[c:3]1[n:4]([CH2:21][c:22]2[cH:23][c:24]3[c:25]([cH:39][cH:40]2)[C:26](=[C:35]([C:36]#[N:37])[CH3:38])[c:27]2[c:28]([cH:31][cH:32][cH:33][cH:34]2)[O:29][CH2:30]3)[cH:5][c:6](-[c:8]2[cH:9][cH:10][cH:11][cH:12][cH:13]2)[n:7]1. Starting materials: O (water), FC=1C=C(C=CC1F)CC(=O)O ((3,4-Difluorophenyl)acetic acid), C(C=C)Br (Allyl bromide), C([O-])([O-])=O.[K+].[K+] (Potassium carbonate). Solvent: CN(C=O)C (N,N-dimethylformamid). Run at time 15 minute. The product is C(C=C)OC(CC1=CC(=C(C=C1)F)F)=O ((3,4-Difluoro-phenyl)acetic acid allyl ester). Yield: 100.5%. Reaction SMILES: [F:1][C:2]1[CH:3]=[C:4]([CH2:9][C:10]([OH:12])=[O:11])[CH:5]=[CH:6][C:7]=1[F:8].C(=O)([O-])[O-].[K+].[K+].[CH2:19](Br)[CH:20]=[CH2:21].O>CN(C)C=O>[CH2:21]([O:11][C:10](=[O:12])[CH2:9][C:4]1[CH:5]=[CH:6][C:7]([F:8])=[C:2]([F:1])[CH:3]=1)[CH:20]=[CH2:19] |f:1.2.3|. Reported procedure: (3,4-Difluorophenyl)acetic acid (52 g; 0.3 mol) was dissolved in N,N-dimethylformamid (200 mL). Potassium carbonate (61 g, 0.45 mol) was added and the mixture was stirred at room temperature (rt) for 15 min. Allyl bromide (47 g, 0.39 mol) was added and the suspension was stirred at room temperature for 20 h. The mixture was thrown into water (250 mL) and extracted with diethylether (2×300 mL). The combined organic phases were washed with water (4×100 mL), dried (Magnesium sulphate) and evaporate... Starting materials: O=C(c1ccccc1)c1nc(Cl)ccc1[N+](=O)[O-], CCOC(=O)CC(=O)OCC, [H-], [Na+], C1COCCO1. Yields the product Cc1ccc([N+](=O)[O-])c(C(=O)c2ccccc2)n1. Reaction SMILES: [C:14]([c:15]1[cH:16][cH:17][cH:18][cH:19][cH:20]1)(=[O:21])[c:22]1[n:23][c:24]([Cl:31])[cH:25][cH:26][c:27]1[N+:28](=[O:29])[O-:30].[C:1]([O:2][CH2:3][CH3:4])(=[O:5])[CH2:6][C:7]([O:8][CH2:9][CH3:10])=[O:11].[H-:12].[Na+:13].[O:32]1[CH2:33][CH2:34][O:35][CH2:36][CH2:37]1>>[CH3:1][c:24]1[n:23][c:22]([C:14]([c:15]2[cH:16][cH:17][cH:18][cH:19][cH:20]2)=[O:21])[c:27]([N+:28](=[O:29])[O-:30])[cH:26][cH:25]1. Starting materials: BrC=1C=C(C=CC1[N+](=O)[O-])CN1CCN(CC1)C (1-[(3-bromo-4-nitrophenyl)methyl]-4-methylpiperazine), NC1=CC(=C(S1)C(=O)OC)O[C@H](C)C1=C(C=CC=C1)C(F)(F)F (methyl 5-amino-3-({(1R)-1-[2-(trifluoromethyl)phenyl]ethyl}oxy)-2-thiophenecarboxylate), C(=O)([O-])[O-].[Cs+].[Cs+] (Cs2CO3), tris(benzylideneacetone)dipalladium(0), C (charcoal). Reagents/catalysts: CC1(C2=C(C(=CC=C2)P(C3=CC=CC=C3)C4=CC=CC=C4)OC5=C(C=CC=C51)P(C6=CC=CC=C6)C7=CC=CC=C7)C (XANTPHOS). Solvent: O1CCOCC1 (dioxane), CCCCCCC (Heptane). Run at temperature 55 celsius, time 30 minute. Yields the product CN1CCN(CC1)CC=1C=CC(=C(C1)NC1=CC(=C(S1)C(=O)OC)O[C@H](C)C1=C(C=CC=C1)C(F)(F)F)[N+](=O)[O-] (Methyl 5-({5-[(4-methyl-1-piperazinyl)methyl]-2-nitrophenyl}amino)-3-({(1R)-1-[2-(trifluoromethyl)phenyl]ethyl}oxy)-2-thiophenecarboxylate). The yield is 69.7%. RXN SMILES: Br[C:2]1[CH:3]=[C:4]([CH2:11][N:12]2[CH2:17][CH2:16][N:15]([CH3:18])[CH2:14][CH2:13]2)[CH:5]=[CH:6][C:7]=1[N+:8]([O-:10])=[O:9].[NH2:19][C:20]1[S:24][C:23]([C:25]([O:27][CH3:28])=[O:26])=[C:22]([O:29][C@@H:30]([C:32]2[CH:37]=[CH:36][CH:35]=[CH:34][C:33]=2[C:38]([F:41])([F:40])[F:39])[CH3:31])[CH:21]=1.C([O-])([O-])=O.[Cs+].[Cs+].C>O1CCOCC1.CC1(C)C2C(=C(P(C3C=CC=CC=3)C3C=CC=CC=3)C=CC=2)OC2C(P(C3C=CC=CC=3)C3C=CC=CC=3)=CC=CC1=2.CCCCCCC>[CH3:18][N:15]1[CH2:16][CH2:17][N:12]([CH2:11][C:4]2[CH:5]=[CH:6][C:7]([N+:8]([O-:10])=[O:9])=[C:2]([NH:19][C:20]3[S:24][C:23]([C:25]([O:27][CH3:28])=[O:26])=[C:22]([O:29][C@@H:30]([C:32]4[CH:37]=[CH:36][CH:35]=[CH:34][C:33]=4[C:38]([F:41])([F:39])[F:40])[CH3:31])[CH:21]=3)[CH:3]=2)[CH2:13][CH2:14]1 |f:2.3.4|. Reported procedure: A mixture of 1-[(3-bromo-4-nitrophenyl)methyl]-4-methylpiperazine (0.675 g, 2.15 mmol), methyl 5-amino-3-({(1R)-1-[2-(trifluoromethyl)phenyl]ethyl}oxy)-2-thiophenecarboxylate (0.794 g, 2.30 mmol), Cs2CO3 (3.50 g, 10.7 mmol), XANTPHOS (0.053 g, 0.088 mmol) and tris(benzylideneacetone)dipalladium(0) (0.039 g, 0.043 mmol) in dioxane (5.4 mL) was heated to 55° C. for 1.5 h, analysed by HPLC, then cooled to room temperature. Heptane (2.4 mL), charcoal (0.27 g) and celite (0.27 g) were added. The susp... Reactants: COC(CC(C)=O)=O (3-oxo-butyric acid methyl ester), R3—(CH2)m—NH2, C1(CCCCC1)N (cyclohexylamine), BrCC(=O)C1=C(C=CC(=C1)C(F)(F)F)Cl (2-bromo-1-[2-chloro-5-(trifluoromethyl)-phenyl]-ethanone), O1C(COCC1)CN (1,4-dioxane-2-methanamine). Product: C1(CCCCC1)NC(=O)C1=C(N(C(=C1)C1=C(C=CC(=C1)C(F)(F)F)Cl)CC1OCCOC1)C ((rac)-5-(2-Chloro-5-trifluoromethyl-phenyl)-1-[1,4]dioxan-2-ylmethyl-2-methyl-1H-pyrrole-3-carboxylic acid cyclohexylamide). Reported procedure: The title compound was synthesized in analogy to example 7, using 3-oxo-butyric acid methyl ester as compound of formula R, 2-bromo-1-[2-chloro-5-(trifluoromethyl)-phenyl]-ethanone as compound of formula S, 1,4-dioxane-2-methanamine as R3—(CH2)m—NH2 and cyclohexylamine as R1R2NH, MS (ISP) 485.5 (M+H)+. As a reaction SMILES: CO[C:3](=[O:8])[CH2:4][C:5](=O)[CH3:6].Br[CH2:10][C:11]([C:13]1[CH:18]=[C:17]([C:19]([F:22])([F:21])[F:20])[CH:16]=[CH:15][C:14]=1[Cl:23])=O.[O:24]1[CH2:29][CH2:28][O:27][CH2:26][CH:25]1[CH2:30][NH2:31].[CH:32]1([NH2:38])[CH2:37][CH2:36][CH2:35][CH2:34][CH2:33]1>>[CH:32]1([NH:38][C:3]([C:4]2[CH:10]=[C:11]([C:13]3[CH:18]=[C:17]([C:19]([F:22])([F:21])[F:20])[CH:16]=[CH:15][C:14]=3[Cl:23])[N:31]([CH2:30][CH:25]3[CH2:26][O:27][CH2:28][CH2:29][O:24]3)[C:5]=2[CH3:6])=[O:8])[CH2:37][CH2:36][CH2:35][CH2:34][CH2:33]1.